The task is: describe an organic reaction: reactants, conditions, products, and yield. This data is from the Open Reaction Database (ORD), a public repository of structured organic reaction records. Procedure details: 2.8 g of ethyl 7-chloro-8-cyano-1-cyclopropyl-6-fluoro-1,4-dihydro-4-oxo-3-quinoline-carboxylate and 1.92 g of ethyl cyanoacetate are initially introduced into 30 ml of dioxane. 1.91 g of potassium tert-butoxide are metered in at room temperature. The mixture is stirred overnight and then ice-water is added. It is rendered acidic using HCl and extracted using methylene chloride. The organic phase is dried and concentrated. The residue is stirred once more with water and the solid is isolated. Reaction conditions: time 8 hour. Product: C(#N)C=1C(=C(C=C2C(C(=CN(C12)C1CC1)C(=O)OCC)=O)F)C(C(=O)OCC)C#N (Ethyl 8-cyano-7-(cyano-ethoxycarbonyl-methyl-)-1-cyclopropyl-6-fluoro-1,4-dihydro-4-oxo-3-quinoline-carboxylate). Starting materials: ice water, Cl (HCl), ClC1=C(C=C2C(C(=CN(C2=C1C#N)C1CC1)C(=O)OCC)=O)F (ethyl 7-chloro-8-cyano-1-cyclopropyl-6-fluoro-1,4-dihydro-4-oxo-3-quinoline-carboxylate), C(#N)CC(=O)OCC (ethyl cyanoacetate), CC(C)([O-])C.[K+] (potassium tert-butoxide). Reaction SMILES: Cl[C:2]1[C:11]([C:12]#[N:13])=[C:10]2[C:5]([C:6](=[O:22])[C:7]([C:17]([O:19][CH2:20][CH3:21])=[O:18])=[CH:8][N:9]2[CH:14]2[CH2:16][CH2:15]2)=[CH:4][C:3]=1[F:23].[C:24]([CH2:26][C:27]([O:29][CH2:30][CH3:31])=[O:28])#[N:25].CC(C)([O-])C.[K+].Cl>O1CCOCC1>[C:12]([C:11]1[C:2]([CH:26]([C:24]#[N:25])[C:27]([O:29][CH2:30][CH3:31])=[O:28])=[C:3]([F:23])[CH:4]=[C:5]2[C:10]=1[N:9]([CH:14]1[CH2:16][CH2:15]1)[CH:8]=[C:7]([C:17]([O:19][CH2:20][CH3:21])=[O:18])[C:6]2=[O:22])#[N:13] |f:2.3|. Run in O1CCOCC1 (dioxane).